This data is from the Open Reaction Database (ORD), a public repository of structured organic reaction records. The task is: describe an organic reaction: reactants, conditions, products, and yield The reactants are C(=O)(O)[O-].[Na+] (NaHCO3), N[C@H](C(=O)N1CCN(CC1)C(C1=CC=C(C=C1)F)C1=CC=C(C=C1)F)CC(C)C ((S)-2-Amino-1-{4-[bis-(4-fluoro-phenyl)-methyl]-piperazin-1-yl}-4-methyl-pentan-1-one), C(C)(C)(C)C1=CC=C(C=O)C=C1 (4-(tert-butyl)benzaldehyde), C(C)(=O)O[BH-](OC(C)=O)OC(C)=O.[Na+] (sodium triacetoxyborohydride). Run in hexanes, CCOC(=O)C (EtOAc), C(Cl)Cl (CH2Cl2). Reaction conditions: time 30 minute. Product: FC1=CC=C(C=C1)C(N1CCN(CC1)C([C@H](CC(C)C)NCC1=CC=C(C=C1)C(C)(C)C)=O)C1=CC=C(C=C1)F ((S)-1-{4-[Bis-(4-fluoro-phenyl)-methyl]-piperazin-1-yl}-2-(4-tert-butyl-benzylamino)-4-methyl-pentan-1-one). Isolated yield 72.4%. As a reaction SMILES: [NH2:1][C@@H:2]([CH2:26][CH:27]([CH3:29])[CH3:28])[C:3]([N:5]1[CH2:10][CH2:9][N:8]([CH:11]([C:19]2[CH:24]=[CH:23][C:22]([F:25])=[CH:21][CH:20]=2)[C:12]2[CH:17]=[CH:16][C:15]([F:18])=[CH:14][CH:13]=2)[CH2:7][CH2:6]1)=[O:4].[C:30]([C:34]1[CH:41]=[CH:40][C:37]([CH:38]=O)=[CH:36][CH:35]=1)([CH3:33])([CH3:32])[CH3:31].C(O[BH-](OC(=O)C)OC(=O)C)(=O)C.[Na+].C([O-])(O)=O.[Na+]>C(Cl)Cl.CCOC(C)=O>[F:18][C:15]1[CH:14]=[CH:13][C:12]([CH:11]([C:19]2[CH:20]=[CH:21][C:22]([F:25])=[CH:23][CH:24]=2)[N:8]2[CH2:7][CH2:6][N:5]([C:3](=[O:4])[C@@H:2]([NH:1][CH2:38][C:37]3[CH:40]=[CH:41][C:34]([C:30]([CH3:33])([CH3:32])[CH3:31])=[CH:35][CH:36]=3)[CH2:26][CH:27]([CH3:29])[CH3:28])[CH2:10][CH2:9]2)=[CH:17][CH:16]=1 |f:2.3,4.5|. Procedure: (S)-2-Amino-1-{4-[bis-(4-fluoro-phenyl)-methyl]-piperazin-1-yl}-4-methyl-pentan-1-one (0.500 g, 1.25 mmol, Example 53) and 4-(tert-butyl)benzaldehyde (0.208 mL, 1.25 mmol, Aldrich, Milwaukee, Wis.) were mixed in CH2Cl2 (6 mL). After stirring at ambient temperature under nitrogen atmosphere for 30 minutes, the solution was cooled to 0° C. in an ice-water bath. To this solution was added sodium triacetoxyborohydride (0.396 g, 1.87 mmol). The resulting reaction mixture was stirred for, in successio... Reactants: CC(C)(C)OC(=O)NC(COc1c(-c2ccccc2)cccc1[N+](=O)[O-])C(=O)O, CCO. The product is CC(C)(C)OC(=O)NC(COc1c(N)cccc1-c1ccccc1)C(=O)O. Reaction SMILES: [C:1]([CH3:2])([CH3:3])([CH3:4])[O:5][C:6](=[O:7])[NH:8][CH:9]([CH2:10][O:11][c:12]1[c:13](-[c:21]2[cH:22][cH:23][cH:24][cH:25][cH:26]2)[cH:14][cH:15][cH:16][c:17]1[N+:18]([O-:19])=[O:20])[C:27](=[O:28])[OH:29].[CH3:30][CH2:31][OH:32]>>[C:1]([CH3:2])([CH3:3])([CH3:4])[O:5][C:6](=[O:7])[NH:8][CH:9]([CH2:10][O:11][c:12]1[c:13](-[c:21]2[cH:22][cH:23][cH:24][cH:25][cH:26]2)[cH:14][cH:15][cH:16][c:17]1[NH2:18])[C:27](=[O:28])[OH:29]. Starting materials: C1CCOC1, CCOC(C)=O, Cl, N#Cc1ccccc1F. Yields the product CCOC(=O)CC(=O)c1ccccc1F. As a reaction SMILES: [CH2:17]1[CH2:20][CH2:19][CH2:18][O:21]1.[CH3:11][CH2:12][O:13][C:14]([CH3:15])=[O:16].[ClH:10].[F:1][c:2]1[c:3]([C:4]#[N:5])[cH:6][cH:7][cH:8][cH:9]1>>[F:1][c:2]1[c:3]([C:4]([CH2:15][C:14]([O:13][CH2:12][CH3:11])=[O:16])=[O:21])[cH:6][cH:7][cH:8][cH:9]1. Starting materials: methanolic solution, Cl (hydrochloric acid), Cl.ClC1=C(C=CC=C1OCC1=CC=NC=C1)NC(\C=C\C1=CC(=C(C=C1)OC)OC(C)=O)=O ((E)-N-[2-chloro-3-(pyridin-4-ylmethoxy)-phenyl]-3-(3-acetoxy-4-methoxy-phenyl)-acrylamide hydrochloride). Solvent: C1CCOC1 (THF). Reaction conditions: time 16 hour. Yields the product Cl.ClC1=C(C=CC=C1OCC1=CC=NC=C1)NC(\C=C\C1=CC(=C(C=C1)OC)O)=O ((E)-N-[2-chloro-3-(pyridin-4-ylmethoxy)-phenyl]-3-(3-hydroxy-4-methoxy-phenyl)-acrylamide hydrochloride). The yield is 195.7%. Reaction SMILES: Cl.Cl.[Cl:3][C:4]1[C:9]([O:10][CH2:11][C:12]2[CH:17]=[CH:16][N:15]=[CH:14][CH:13]=2)=[CH:8][CH:7]=[CH:6][C:5]=1[NH:18][C:19](=[O:34])/[CH:20]=[CH:21]/[C:22]1[CH:27]=[CH:26][C:25]([O:28][CH3:29])=[C:24]([O:30]C(=O)C)[CH:23]=1>C1COCC1>[ClH:3].[Cl:3][C:4]1[C:9]([O:10][CH2:11][C:12]2[CH:17]=[CH:16][N:15]=[CH:14][CH:13]=2)=[CH:8][CH:7]=[CH:6][C:5]=1[NH:18][C:19](=[O:34])/[CH:20]=[CH:21]/[C:22]1[CH:27]=[CH:26][C:25]([O:28][CH3:29])=[C:24]([OH:30])[CH:23]=1 |f:1.2,4.5|. Reported procedure: A 3N methanolic solution of hydrochloric acid (10 ml, 30 mmols) is added to a solution of (E)-N-[2-chloro-3-(pyridin-4-ylmethoxy)-phenyl]-3-(3-acetoxy-4-methoxy-phenyl)-acrylamide hydrochloride (240 mg, 0.53 mmol) in THF (5 mL). The resulting mixture was stirred at RT for 16 hrs, concentrated under reduced pressure, taken up with solvent an re-evaporated (3 times with MeOH and once with acetone) to give a light yellow residue that was triturated with ethyl ether. After filtration and drying, 232...